Dataset: the Open Reaction Database (ORD), a public repository of structured organic reaction records. Task: describe an organic reaction: reactants, conditions, products, and yield Starting materials: ClC(=O)OC(C)C (isopropyl chloroformate), solution, [OH-].[K+] (potassium hydroxide), FC=1C=C2C(CC(NC2=CC1C(F)(F)F)C)=O (6-Fluoro-2-methyl-4-oxo-7-trifluoromethyl-3,4-dihydro-2H-quinoline). Solvent: N1=CC=CC=C1 (pyridine), C1(=CC=CC=C1)C (toluene), ClCCl (dichloromethane). Conditions: time 8 hour. Yields the product C(C)(C)OC(=O)N1C(CC(C2=CC(=C(C=C12)C(F)(F)F)F)=O)C (6-Fluoro-2-methyl-4-oxo-7-trifluoromethyl-3,4-dihydro-2H-quinoline-1-carboxylic acid isopropyl ester). As a reaction SMILES: [F:1][C:2]1[CH:3]=[C:4]2[C:9](=[CH:10][C:11]=1[C:12]([F:15])([F:14])[F:13])[NH:8][CH:7]([CH3:16])[CH2:6][C:5]2=[O:17].Cl[C:19]([O:21][CH:22]([CH3:24])[CH3:23])=[O:20].[OH-].[K+]>ClCCl.N1C=CC=CC=1.C1(C)C=CC=CC=1>[CH:22]([O:21][C:19]([N:8]1[C:9]2[C:4](=[CH:3][C:2]([F:1])=[C:11]([C:12]([F:14])([F:13])[F:15])[CH:10]=2)[C:5](=[O:17])[CH2:6][CH:7]1[CH3:16])=[O:20])([CH3:24])[CH3:23] |f:2.3|. Procedure details: 6-Fluoro-2-methyl-4-oxo-7-trifluoromethyl-3,4-dihydro-2H-quinoline (1.01 g, 4.08 mmol) was dissolved in 10 mL of dichloromethane and 5 mL of pyridine, and stirred as isopropyl chloroformate (48 mL of a 1 molar solution in toluene, 48 mmol) was added slowly via syringe. After stirring overnight, 100 ml of a 1M aqueous potassium hydroxide solution was added and the aqueous phase was extracted with ethyl acetate (3×75 mL), the combined organics were washed with 1M HCl (2×50 mL), 100 mL each of a sa... The reactants are F[B-](F)(F)F, CCCCc1noc(C)c1C=Cc1nc(C)c(C(=O)O)s1, CN(C)N, CCN(C(C)C)C(C)C, CN(C)C=O, CN(C)C(On1nnc2ccccc21)=[N+](C)C. Product: CCCCc1noc(C)c1C=Cc1nc(C)c(C(=O)NN(C)C)s1. RXN SMILES: [B-:22]([F:23])([F:24])([F:25])[F:26].[CH2:1]([CH2:2][CH2:3][CH3:4])[c:5]1[n:6][o:7][c:8]([CH3:21])[c:9]1[CH:10]=[CH:11][c:12]1[s:13][c:14]([C:18](=[O:19])[OH:20])[c:15]([CH3:17])[n:16]1.[CH3:53][N:54]([CH3:55])[NH2:56].[CH:44]([N:45]([CH2:46][CH3:47])[CH:48]([CH3:49])[CH3:50])([CH3:51])[CH3:52].[O:57]=[CH:58][N:59]([CH3:60])[CH3:61].[n:27]1([O:28][C:29]([N:30]([CH3:31])[CH3:32])=[N+:33]([CH3:34])[CH3:35])[c:36]2[cH:37][cH:38][cH:39][cH:40][c:41]2[n:42][n:43]1>>[CH2:1]([CH2:2][CH2:3][CH3:4])[c:5]1[n:6][o:7][c:8]([CH3:21])[c:9]1[CH:10]=[CH:11][c:12]1[s:13][c:14]([C:18](=[O:20])[NH:56][N:54]([CH3:53])[CH3:55])[c:15]([CH3:17])[n:16]1. Reactants: N([C@@H](COCC1=CC=CC=C1)C(=O)N[C@@H](CC(C)C)C(=O)OCC)C(=O)OC(C)(C)C (Boc-Ser(Bzl)-Leu-OEt), N([C@@H](C)C(=O)O)C(=O)OC(C)(C)C (Boc-Ala-OH). Product: N([C@@H](C)C(=O)N[C@@H](COCC1=CC=CC=C1)C(=O)N[C@@H](CC(C)C)C(=O)OCC)C(=O)OC(C)(C)C (Boc-Ala-Ser(Bzl)-Leu-OEt). Yield: 82.9%. RXN SMILES: [NH:1]([C:25]([O:27]C(C)(C)C)=O)[C@H:2]([C:12]([NH:14][C@H:15]([C:20]([O:22][CH2:23][CH3:24])=[O:21])[CH2:16][CH:17]([CH3:19])[CH3:18])=[O:13])[CH2:3][O:4][CH2:5][C:6]1[CH:11]=[CH:10][CH:9]=[CH:8][CH:7]=1.[NH:32]([C:38]([O:40][C:41]([CH3:44])([CH3:43])[CH3:42])=[O:39])[C@H:33](C(O)=O)[CH3:34]>>[NH:32]([C:38]([O:40][C:41]([CH3:44])([CH3:43])[CH3:42])=[O:39])[C@H:33]([C:25]([NH:1][C@H:2]([C:12]([NH:14][C@H:15]([C:20]([O:22][CH2:23][CH3:24])=[O:21])[CH2:16][CH:17]([CH3:18])[CH3:19])=[O:13])[CH2:3][O:4][CH2:5][C:6]1[CH:7]=[CH:8][CH:9]=[CH:10][CH:11]=1)=[O:27])[CH3:34]. Procedure details: By using 7.53 g of Boc-Ser(Bzl)-Leu-OEt and 3.50 g of Boc-Ala-OH, and the same procedure as in Reference Example 15 was repeated to obtain 7.26 g (yield: 82.9%) of the above-mentioned objective product.